Dataset: the Open Reaction Database (ORD), a public repository of structured organic reaction records. Task: describe an organic reaction: reactants, conditions, products, and yield Starting materials: triethyl phosphonoacetate, [NH4+].[Cl-] (NH4Cl), Cl (HCl), [H-].[Na+] (NaH), IC=1C=C(C=O)C=CC1 (3-iodo-benzaldehyde), C(C)(=O)OCC (ethyl acetate). Run in O (water), C1CCOC1 (THF). Reaction conditions: time 15 minute. Yields the product IC=1C=C(C=CC1)/C=C/C(=O)OCC (ethyl (2E)-3-(3-iodophenyl)acrylate). As a reaction SMILES: [H-].[Na+].[I:3][C:4]1[CH:5]=[C:6]([CH:9]=[CH:10][CH:11]=1)[CH:7]=O.[NH4+].[Cl-].Cl.[C:15]([O:18][CH2:19][CH3:20])(=[O:17])[CH3:16]>C1COCC1.O>[I:3][C:4]1[CH:5]=[C:6](/[CH:7]=[CH:16]/[C:15]([O:18][CH2:19][CH3:20])=[O:17])[CH:9]=[CH:10][CH:11]=1 |f:0.1,3.4|. Procedure details: To a suspension of NaH (60% dispersion in mineral oil) (120 mg, 3.0 mmol) in THF (20 mL) was added triethyl phosphonoacetate (436 μL, 2.2 mmol) dropwise. 3-iodo-benzaldehyde (465 mg, 2.0 mmol) was added after the bubbling has stopped. The reaction mixture was stirred at room temperature for 15 minutes. Solid NH4Cl was added, followed by 1N HCl to quench the reaction. The mixture was taken up in ethyl acetate and water. The organic phase was washed with aqueous NaHCO3, brine, dried (MgSO4), filte... The reactants are CC1(OC1)C=1C=NC=CC1 (3-(2-methyloxiran-2-yl)pyridine), ClC=1C=2C3=C(NC2C=CC1C)CCN(C3)C (9-chloro-2,8-dimethyl-2,3,4,5-tetrahydro-1H-pyrido[4,3-b]indole), ClC=1C(=CC=2C3=C(NC2C1)CCN(C3)C)C (7-chloro-2,8-dimethyl-2,3,4,5-tetrahydro-1H-pyrido[4,3-b]indole), [H-].[Na+] (Sodium hydride). Solvent: CN(C)C=O (DMF). Run at time 15 minute. Product: ClC=1C=2C3=C(N(C2C=CC1C)CC(C)(O)C=1C=NC=CC1)CCN(C3)C (1-(9-chloro-2,8-dimethyl-3,4-dihydro-1H-pyrido[4,3-b]indol-5(2H)-yl)-2-(pyridin-3-yl)propan-2-ol). Reaction SMILES: [Cl:1][C:2]1[C:3]2[C:4]3[CH2:15][N:14]([CH3:16])[CH2:13][CH2:12][C:5]=3[NH:6][C:7]=2[CH:8]=[CH:9][C:10]=1[CH3:11].ClC1C(C)=CC2C3CN(C)CCC=3NC=2C=1.[H-].[Na+].[CH3:35][C:36]1([C:39]2[CH:40]=[N:41][CH:42]=[CH:43][CH:44]=2)[CH2:38][O:37]1>CN(C=O)C>[Cl:1][C:2]1[C:3]2[C:4]3[CH2:15][N:14]([CH3:16])[CH2:13][CH2:12][C:5]=3[N:6]([CH2:35][C:36]([C:39]3[CH:40]=[N:41][CH:42]=[CH:43][CH:44]=3)([OH:37])[CH3:38])[C:7]=2[CH:8]=[CH:9][C:10]=1[CH3:11] |f:2.3|. Reported procedure: A mixture of 9-chloro-2,8-dimethyl-2,3,4,5-tetrahydro-1H-pyrido[4,3-b]indole and 7-chloro-2,8-dimethyl-2,3,4,5-tetrahydro-1H-pyrido[4,3-b]indole (2.00 g, 8.5 mmol) was dissolved in DMF (15 mL). Sodium hydride (1.708 g, 42.71 mmol) was added at 0-10° C. and stirred at the same temperature for 15 min., 3-(2-methyloxiran-2-yl)pyridine (2.309 g, 17.08 mmol) was added dropwise into the reaction mixture and the mixture was stirred at RT for 16 h. The reaction was monitored by TLC and LCMS. After consu... Starting materials: C(C)(=O)C1=CC=C(C=C1)S(=O)(=O)Cl (4-acetylbenzenesulfonyl chloride), C(C)(=O)C1=CC=C(C=C1)S(=O)(=O)N (4-Acetylbenzenesulfonamide), C(C)(=O)C1=CC=C(C=C1)S(=O)(=O)[O-].[Na+] (sodium 4-acetylbenzenesulfonate), CNC (dimethylamine). Yields the product C(C)(=O)C1=CC=C(C=C1)S(=O)(=O)N(C)C (4-acetyl-N,N-dimethylbenzenesulfonamide). As a reaction SMILES: [C:1]([C:4]1[CH:9]=[CH:8][C:7]([S:10](Cl)(=[O:12])=[O:11])=[CH:6][CH:5]=1)(=[O:3])[CH3:2].C(C1C=CC(S([O-])(=O)=O)=CC=1)(=O)C.[Na+].[CH3:28][NH:29][CH3:30].C(C1C=CC(S(N)(=O)=O)=CC=1)(=O)C>>[C:1]([C:4]1[CH:9]=[CH:8][C:7]([S:10]([N:29]([CH3:30])[CH3:28])(=[O:12])=[O:11])=[CH:6][CH:5]=1)(=[O:3])[CH3:2] |f:1.2|. Procedure details: From the damp 4-acetylbenzenesulfonyl chloride from 200 g. of sodium 4-acetylbenzenesulfonate, and 1 l. of 20% aqueous dimethylamine, following the procedure of (c) above, there is obtained 4-acetyl-N,N-dimethylbenzenesulfonamide; m.p. 97°-99° C. after crystallization from aqueous ethanol. Starting materials: COC1=CC(=C(C=C1OC)C)C(CC1=CC(=C(C=C1)OC)OC)=O (4,5-dimethoxy-2(3,4-dimethoxyphenylacetyl) toluene), [OH-].[K+] (KOH), NN (hydrazine). RXN SMILES: [CH3:1][O:2][C:3]1[C:8]([O:9][CH3:10])=[CH:7][C:6]([CH3:11])=[C:5]([C:12](=O)[CH2:13][C:14]2[CH:19]=[CH:18][C:17]([O:20][CH3:21])=[C:16]([O:22][CH3:23])[CH:15]=2)[CH:4]=1.[OH-].[K+].NN>C(O)COCCOCCO>[CH3:11][C:6]1[CH:7]=[C:8]([O:9][CH3:10])[C:3]([O:2][CH3:1])=[CH:4][C:5]=1[CH2:12][CH2:13][C:14]1[CH:19]=[CH:18][C:17]([O:20][CH3:21])=[C:16]([O:22][CH3:23])[CH:15]=1 |f:1.2|. Isolated yield 82.0%. The solvent is C(COCCOCCO)O (triethylene glycol). Reported procedure: Reaction of 8.0 of 4,5-dimethoxy-2(3,4-dimethoxyphenylacetyl) toluene and 10 g KOH in a solution of 6.5 ml 95% hydrazine in 84 ml triethylene glycol according to the procedures of Example II gave a yellow oil which was crystallized from alcohol to give 6.4 g (82%) of 2-methyl-3',4,4' ,5-tetramethoxybibenzyl as a white powder, mp 101.5°-102.5°. Nmr (δ): 2.20 (s, 3H), 2.82 (s, 4H), 3.80 (s, 3H), 3.84 (s, 9H), 6.58-6.80 (m, 5H); mass spectrum: m/e (rel intensity) 316(5), 165(100), 151 (15). Anal. C... Yields the product CC1=C(C=C(C(=C1)OC)OC)CCC1=CC(=C(C=C1)OC)OC (2-methyl-3',4,4' ,5-tetramethoxybibenzyl). Starting materials: CC(=O)O, CCSC(=O)CC1CCC(NC(=O)c2ccnc3ccccc23)CC1, CC[SiH](CC)CC, ClCCl, CCCCCCC, CC(C)=O, [Pd]. Yields the product O=CCC1CCC(NC(=O)c2ccnc3ccccc23)CC1. RXN SMILES: [C:33]([OH:34])(=[O:35])[CH3:36].[CH2:1]([S:2][C:4]([CH2:5][CH:6]1[CH2:7][CH2:8][CH:9]([NH:12][C:13](=[O:14])[c:15]2[cH:16][cH:17][n:18][c:19]3[cH:20][cH:21][cH:22][cH:23][c:24]23)[CH2:10][CH2:11]1)=[O:25])[CH3:3].[CH2:26]([SiH:27]([CH2:28][CH3:29])[CH2:30][CH3:31])[CH3:32].[CH2:44]([Cl:45])[Cl:46].[CH3:37][CH2:38][CH2:39][CH2:40][CH2:41][CH2:42][CH3:43].[CH3:47][C:48]([CH3:49])=[O:50].[Pd:51]>>[CH:4]([CH2:5][CH:6]1[CH2:7][CH2:8][CH:9]([NH:12][C:13](=[O:14])[c:15]2[cH:16][cH:17][n:18][c:19]3[cH:20][cH:21][cH:22][cH:23][c:24]23)[CH2:10][CH2:11]1)=[O:25]. Reactants: BrC(Br)(Br)Br, C1CCOC1, Nc1ncnn2c(CCCO)cc(Br)c12, c1ccc(P(c2ccccc2)c2ccccc2)cc1. Yields the product Nc1ncnn2c(CCCBr)cc(Br)c12. Reaction SMILES: [C:16]([Br:17])([Br:18])([Br:19])[Br:20].[CH2:40]1[O:41][CH2:42][CH2:43][CH2:44]1.[NH2:1][c:2]1[n:3][cH:4][n:5][n:6]2[c:7]1[c:8]([Br:15])[cH:9][c:10]2[CH2:11][CH2:12][CH2:13][OH:14].[c:21]1([P:22]([c:23]2[cH:24][cH:25][cH:26][cH:27][cH:28]2)[c:29]2[cH:30][cH:31][cH:32][cH:33][cH:34]2)[cH:35][cH:36][cH:37][cH:38][cH:39]1>>[NH2:1][c:2]1[n:3][cH:4][n:5][n:6]2[c:7]1[c:8]([Br:15])[cH:9][c:10]2[CH2:11][CH2:12][CH2:13][Br:17]. Starting materials: FC=1C=C(C=CC1)C1OC2=CC=C(C=C2C(C1)=O)O (2-(3-fluorophenyl)-6-hydroxychroman-4-one), OC1=C(C=C(C=C1)O)C(C)=O (2′,5′-dihydroxyacetophenone), FC(C1=C(C=O)C=CC=C1)(F)F (2-trifluoromethylbenzaldehyde). The product is OC=1C=C2C(CC(OC2=CC1)C1=C(C=CC=C1)C(F)(F)F)=O (6-Hydroxy-2-(2-trifluoromethylphenyl)chroman-4-one). RXN SMILES: F[C:2]1[CH:3]=[C:4]([CH:8]2[CH2:17][C:16](=[O:18])[C:15]3[C:10](=[CH:11][CH:12]=[C:13]([OH:19])[CH:14]=3)[O:9]2)[CH:5]=[CH:6][CH:7]=1.OC1C=CC(O)=CC=1C(=O)C.[F:31][C:32]([F:42])([F:41])C1C=CC=CC=1C=O>>[OH:19][C:13]1[CH:14]=[C:15]2[C:10](=[CH:11][CH:12]=1)[O:9][CH:8]([C:4]1[CH:5]=[CH:6][CH:7]=[CH:2][C:3]=1[C:32]([F:42])([F:41])[F:31])[CH2:17][C:16]2=[O:18]. Reported procedure: 6-Hydroxy-2-(2-trifluoromethylphenyl)chroman-4-one was prepared as described for 2-(3-fluorophenyl)-6-hydroxychroman-4-one in Example 9(a) starting from 3.0 g of 2′,5′-dihydroxyacetophenone and 3.0 ml of 2-trifluoromethylbenzaldehyde. The product was triturated from ethanol. 1H NMR (300 MHz, d6-DMSO) δ: 9.48 (s, 1H), 8.07 (m, 1H), 7.86-7.79 (m, 2H), 7.66 (m, 1H), 7.15 (d, 1H, J 3.0 Hz), 7.06 (dd, 1H, J 8.8, 3.0 Hz), 6.95 (d, 1H, J 8.8 Hz), 5.70 (dd, 1H, J 13.8, 2.4 Hz), 3.38 (dd, 1H, J −16.9, 13...